Task: describe an organic reaction: reactants, conditions, products, and yield. Dataset: the Open Reaction Database (ORD), a public repository of structured organic reaction records The reactants are ClC1=C(C#N)C=C(C=C1)[N+](=O)[O-] (2-chloro-5-nitrobenzonitrile), C(C1=CC=CC=C1)N1CCC(CC1)O (1-benzyl-4-hydroxypiperidine). Product: NC=1C=CC(=C(C#N)C1)OC1CCN(CC1)CC1=CC=CC=C1 (5-amino-2-(1-benzylpiperidine-4-yloxy)benzonitrile). Isolated yield 41.6%. Reaction SMILES: Cl[C:2]1[CH:9]=[CH:8][C:7]([N+:10]([O-])=O)=[CH:6][C:3]=1[C:4]#[N:5].[CH2:13]([N:20]1[CH2:25][CH2:24][CH:23]([OH:26])[CH2:22][CH2:21]1)[C:14]1[CH:19]=[CH:18][CH:17]=[CH:16][CH:15]=1>>[NH2:10][C:7]1[CH:8]=[CH:9][C:2]([O:26][CH:23]2[CH2:24][CH2:25][N:20]([CH2:13][C:14]3[CH:19]=[CH:18][CH:17]=[CH:16][CH:15]=3)[CH2:21][CH2:22]2)=[C:3]([CH:6]=1)[C:4]#[N:5]. Procedure: By the reaction and treatment in the same manner as in Starting Material Synthetic Example 4 using 2-chloro-5-nitrobenzonitrile (10 g) and 1-benzyl-4-hydroxypiperidine (11.5 g), the title compound (7 g) was obtained as an oil.